Dataset: the Open Reaction Database (ORD), a public repository of structured organic reaction records. Task: describe an organic reaction: reactants, conditions, products, and yield The reactants are N1(CCNCCC1)C=1C=C2C(N(C(=NC2=CC1)C1=CC(=C(C=C1)F)OC)CC(=O)NC(C)C)=O (2-(6-(1,4-Diazepan-1-yl)-2-(4-fluoro-3-methoxyphenyl)-4-oxoquinazolin-3(4H)-yl)-N-isopropylacetamide), CC1=CC=C(C=C1)S(=O)(=O)OCC1CCOCC1 ((tetrahydro-2H-pyran-4-yl)methyl 4-methylbenzenesulfonate), CCN(C(C)C)C(C)C (DIPEA). Reaction conditions: time 8 hour. The solvent is CN(C)C=O (DMF). Product: FC1=C(C=C(C=C1)C1=NC2=CC=C(C=C2C(N1CC(=O)NC(C)C)=O)N1CCN(CCC1)CC1CCOCC1)OC (2-{2-(4-fluoro-3-methoxyphenyl)-4-oxo-6-[4-(tetrahydropyran-4-ylmethyl)perhydro-1,4-diazepin-1-yl]-4H-quinazolin-3-yl}-N-isopropylacetamide). Procedure details: 2-(6-(1,4-Diazepan-1-yl)-2-(4-fluoro-3-methoxyphenyl)-4-oxoquinazolin-3(4H)-yl)-N-isopropylacetamide (EXAMPLE 1i) (30 mg, 0.064 mmol), (tetrahydro-2H-pyran-4-yl)methyl 4-methylbenzenesulfonate (35 mg, 0.128 mmol) and DIPEA (17 mg, 21 μl, 0.128 mmol) were dissolved in DMF (1 mL) and stirred at room temperature overnight. Purification by preparative HPLC afforded 2-{2-(4-fluoro-3-methoxyphenyl)-4-oxo-6-[4-(tetrahydropyran-4-ylmethyl)perhydro-1,4-diazepin-1-yl]-4H-quinazolin-3-yl}-N-isopropylacetam... Reaction SMILES: [N:1]1([C:8]2[CH:9]=[C:10]3[C:15](=[CH:16][CH:17]=2)[N:14]=[C:13]([C:18]2[CH:23]=[CH:22][C:21]([F:24])=[C:20]([O:25][CH3:26])[CH:19]=2)[N:12]([CH2:27][C:28]([NH:30][CH:31]([CH3:33])[CH3:32])=[O:29])[C:11]3=[O:34])[CH2:7][CH2:6][CH2:5][NH:4][CH2:3][CH2:2]1.CC1C=CC(S(O[CH2:46][CH:47]2[CH2:52][CH2:51][O:50][CH2:49][CH2:48]2)(=O)=O)=CC=1.CCN(C(C)C)C(C)C>CN(C=O)C>[F:24][C:21]1[CH:22]=[CH:23][C:18]([C:13]2[N:12]([CH2:27][C:28]([NH:30][CH:31]([CH3:32])[CH3:33])=[O:29])[C:11](=[O:34])[C:10]3[C:15](=[CH:16][CH:17]=[C:8]([N:1]4[CH2:7][CH2:6][CH2:5][N:4]([CH2:46][CH:47]5[CH2:52][CH2:51][O:50][CH2:49][CH2:48]5)[CH2:3][CH2:2]4)[CH:9]=3)[N:14]=2)=[CH:19][C:20]=1[O:25][CH3:26]. Yield: 13.8%. Reactants: C(C)OC(C(C(=O)OCC)C)=O (methylmalonic acid diethyl ester), [H][H] (hydrogen), O(C1=CC=CC=C1)CCCCBr (4-phenoxy-1-bromobutane), suspension, [H-].[Na+] (sodium hydride). Run in C1(=CC=CC=C1)C (toluene), CN(C=O)C (dimethylformamide). The product is C(C)OC(C(C(=O)OCC)(CCCCOC1=CC=CC=C1)C)=O (Methyl-(4-phenoxybutyl)-malonic acid diethyl ester). RXN SMILES: [H][H].[H-].[Na+].[CH2:5]([O:7][C:8](=[O:16])[CH:9]([CH3:15])[C:10]([O:12][CH2:13][CH3:14])=[O:11])[CH3:6].[O:17]([CH2:24][CH2:25][CH2:26][CH2:27]Br)[C:18]1[CH:23]=[CH:22][CH:21]=[CH:20][CH:19]=1>C1(C)C=CC=CC=1.CN(C)C=O>[CH2:5]([O:7][C:8](=[O:16])[C:9]([CH3:15])([CH2:27][CH2:26][CH2:25][CH2:24][O:17][C:18]1[CH:23]=[CH:22][CH:21]=[CH:20][CH:19]=1)[C:10]([O:12][CH2:13][CH3:14])=[O:11])[CH3:6] |f:1.2|. Procedure details: After the development of hydrogen was finished 30 g (1 mol) of a 80% suspension of sodium hydride in mineral oil were added portionwise to 191 g (1.1 mols) of methylmalonic acid diethyl ester in 300 ml of absolute toluene and 50 ml of dry dimethylformamide were added and after that, 252 g (1.1 mols) of 4-phenoxy-1-bromobutane (J.O.C. 27, 1290 (1962)) were added. The mixture was refluxed for about 13 hours until the medium had a neutral reaction. It was worked up as in 4 a). Starting materials: CCN=C=NCCCN(C)C, O=C(O)Cn1nc(-c2c[nH]cn2)cc1Cc1ccc(F)cc1, OC1CCCNC1, CN(C)C=O, On1nnc2ccccc21. The product is O=C(Cn1nc(-c2c[nH]cn2)cc1Cc1ccc(F)cc1)N1CCCC(O)C1. As a reaction SMILES: [CH3:30][CH2:31][N:32]=[C:33]=[N:34][CH2:35][CH2:36][CH2:37][N:38]([CH3:39])[CH3:40].[F:1][c:2]1[cH:3][cH:4][c:5]([CH2:6][c:7]2[cH:8][c:9](-[c:16]3[n:17][cH:18][nH:19][cH:20]3)[n:10][n:11]2[CH2:12][C:13](=[O:14])[OH:15])[cH:21][cH:22]1.[NH:23]1[CH2:24][CH:25]([OH:29])[CH2:26][CH2:27][CH2:28]1.[O:51]=[CH:52][N:53]([CH3:54])[CH3:55].[OH:41][n:42]1[c:43]2[c:44]([cH:45][cH:46][cH:47][cH:48]2)[n:49][n:50]1>>[F:1][c:2]1[cH:3][cH:4][c:5]([CH2:6][c:7]2[cH:8][c:9](-[c:16]3[n:17][cH:18][nH:19][cH:20]3)[n:10][n:11]2[CH2:12][C:13](=[O:15])[N:23]2[CH2:24][CH:25]([OH:29])[CH2:26][CH2:27][CH2:28]2)[cH:21][cH:22]1. Starting materials: C([O-])(O)=O.[Na+] (sodium bicarbonate), C(C1=CC=CC=C1)OC(=O)NCCC[C@H](N)C(=O)O (N5 -benzyloxycarbonyl-ornithine), C1(=CC=C(C=C1)S(=O)(=O)O)C (p-toluenesulfonic acid), S(O)(O)(=O)=O (sulfuric acid). Solvent: O (water), C(C)(=O)OC(C)(C)C (t-butyl acetate). Conditions: temperature 10 celsius. Product: C(C1=CC=CC=C1)OC(=O)NCCC[C@H](N)C(=O)OC(C)(C)C (N5 -benzyloxycarbonyl-ornithine, t-butyl ester). RXN SMILES: [CH2:1]([O:8][C:9]([NH:11][CH2:12][CH2:13][CH2:14][C@@H:15]([C:17]([OH:19])=[O:18])[NH2:16])=[O:10])[C:2]1[CH:7]=[CH:6][CH:5]=[CH:4][CH:3]=1.[C:20]1([CH3:30])[CH:25]=CC(S(O)(=O)=O)=C[CH:21]=1.S(=O)(=O)(O)O.C(=O)(O)[O-].[Na+]>C(OC(C)(C)C)(=O)C.O>[CH2:1]([O:8][C:9]([NH:11][CH2:12][CH2:13][CH2:14][C@@H:15]([C:17]([O:19][C:20]([CH3:30])([CH3:25])[CH3:21])=[O:18])[NH2:16])=[O:10])[C:2]1[CH:3]=[CH:4][CH:5]=[CH:6][CH:7]=1 |f:3.4|. Procedure details: Suspend N5 -benzyloxycarbonyl-ornithine (80 g, 0.3 mol) in t-butyl acetate (250 mL) and cool to 10° C. Add p-toluenesulfonic acid (57 g, 0.3 mol) and add, by dropwise addition, concentrated sulfuric acid (80 mL). Stir at 10° C. until the reaction is complete, basify to pH 8 by adding a suspension of sodium bicarbonate in water. Extract with ethyl acetate, dry (MgSO4), and evaporate to give N5 -benzyloxycarbonyl-ornithine, t-butyl ester. The reactants are O=C(O)CC(C(=O)OCc1ccccc1)c1ccc(Br)cc1, CN(C)C=O, CCN(C(C)C)C(C)C, [Cl-], [NH4+]. The product is NC(=O)CC(C(=O)OCc1ccccc1)c1ccc(Br)cc1. Reaction SMILES: [CH2:10]([c:11]1[cH:12][cH:13][cH:14][cH:15][cH:16]1)[O:17][C:18]([CH:19]([CH2:20][C:21](=[O:22])[OH:23])[c:24]1[cH:25][cH:26][c:27]([Br:30])[cH:28][cH:29]1)=[O:31].[CH3:34][N:35]([CH3:36])[CH:37]=[O:38].[CH:1]([N:4]([CH:2]([CH3:3])[CH3:5])[CH2:6][CH3:7])([CH3:8])[CH3:9].[Cl-:32].[NH4+:33]>>[NH2:4][C:21]([CH2:20][CH:19]([C:18]([O:17][CH2:10][c:11]1[cH:12][cH:13][cH:14][cH:15][cH:16]1)=[O:31])[c:24]1[cH:25][cH:26][c:27]([Br:30])[cH:28][cH:29]1)=[O:22]. The reactants are CCOC(=O)c1cc2c(N3CCN(C)CC3)cccc2n1C, [Li+], C1CCOC1, [OH-], O, O. Yields the product CN1CCN(c2cccc3c2cc(C(=O)O)n3C)CC1. Reaction SMILES: [CH2:1]([CH3:2])[O:3][C:4](=[O:5])[c:6]1[n:7]([CH3:22])[c:8]2[cH:9][cH:10][cH:11][c:12]([N:15]3[CH2:16][CH2:17][N:18]([CH3:21])[CH2:19][CH2:20]3)[c:13]2[cH:14]1.[Li+:25].[O:26]1[CH2:27][CH2:28][CH2:29][CH2:30]1.[OH-:24].[OH2:23].[OH2:31]>>[O:3]=[C:4]([OH:5])[c:6]1[n:7]([CH3:22])[c:8]2[cH:9][cH:10][cH:11][c:12]([N:15]3[CH2:16][CH2:17][N:18]([CH3:21])[CH2:19][CH2:20]3)[c:13]2[cH:14]1. Starting materials: Compound 46a2, CN1CCN(CC1)CC1=CC=C(C=C1)[N+](=O)[O-] (1-methyl-4-(4-nitro-benzyl)-piperazine), CN1CCNCC1 (1-methyl-piperazine), Compound 1n2, [BH4-].[Na+] (sodium borohydride). Reagents/catalysts: O.O.O.O.O.O.[Ni](Cl)Cl (Nickel chloride hexahydrate). Run in CO (methanol), Cl (HCl). Yields the product CN1CCN(CC1)CC1=CC=C(C=C1)N (4-(4-methyl-piperazin-1-ylmethyl)-phenylamine), 46a. Reaction SMILES: CN1CCNCC1.[CH3:8][N:9]1[CH2:14][CH2:13][N:12]([CH2:15][C:16]2[CH:21]=[CH:20][C:19]([N+:22]([O-])=O)=[CH:18][CH:17]=2)[CH2:11][CH2:10]1.[BH4-].[Na+]>CO.Cl.O.O.O.O.O.O.[Ni](Cl)Cl>[CH3:8][N:9]1[CH2:14][CH2:13][N:12]([CH2:15][C:16]2[CH:21]=[CH:20][C:19]([NH2:22])=[CH:18][CH:17]=2)[CH2:11][CH2:10]1 |f:2.3,6.7.8.9.10.11.12|. Reported procedure: Using the procedure of Example 1, 1-methyl-piperazine Compound 46a1 was used in place of Compound 1n2 and carried forward to prepare 1-methyl-4-(4-nitro-benzyl)-piperazine Compound 46a2. Nickel chloride hexahydrate (45.7 g, 192 mmol) was added to a solution of Compound 46a2 (17.9 g, 87.4 mmol) in methanol (250 mL). Twenty portions of sodium borohydride (500 mg each, 264 mmol total) were then added to the reaction mixture over a period of about 2 hr. The mixture was then carefully diluted at 0° C... Starting materials: COC([C@@H](N)CC1=CC(=C(C(=C1)I)OC1=CC=C(C=C1)O)I)=O (O-(4-Hydroxyphenyl)-3,5-diiodo-L-tyrosine methyl ester), C(C)N(C(C)C)C(C)C (ethyldiisopropylamine), CC(C)(C)OC([C@@H](N(CCN(CC(OC(C)(C)C)=O)CC(OC(C)(C)C)=O)CCN(CC(OC(C)(C)C)=O)CC(=O)OC(C)(C)C)CCC(=O)O)=O (N,N-bis[2-[bis[2-(1,1-dimethylethoxy)-2-oxoethyl]amino]ethyl]-L-glutamic acid 1-(1,1-dimethyl-ethyl) ester), N[C@@H](CCC(=O)O)C(=O)O (L-Glutamic Acid), N[C@@H](CCCCN)C(=O)O (L-Lysine), C(CN(CC(=O)O)CC(=O)O)N(CCN(CC(=O)O)CC(=O)O)CC(=O)O (DTPA), C(C)P(=O)(CC)C#N (diethylphosphoryl cyanide). The solvent is CN(C)C=O (DMF). Run at time 21 hour. Yields the product C(=O)(O)CN(CCN(C(CCC(=O)N[C@@H](CC1=CC(=C(C(=C1)I)OC1=CC=C(C=C1)O)I)C(=O)O)C(=O)O)CCN(CC(=O)O)CC(=O)O)CC(=O)O ((S)-N-[4-[bis[2-[bis(Carboxymethyl)amino]ethyl]amino]-4-carboxy-1-oxobutyl]-O-(4-hydroxyphenyl)-3,5-diiodo-L-tyrosine). As a reaction SMILES: C[O:2][C:3](=[O:23])[C@H:4]([CH2:6][C:7]1[CH:12]=[C:11]([I:13])[C:10]([O:14][C:15]2[CH:20]=[CH:19][C:18]([OH:21])=[CH:17][CH:16]=2)=[C:9]([I:22])[CH:8]=1)[NH2:5].CC([O:28][C:29](=[O:75])[C@H:30]([CH2:70][CH2:71][C:72](O)=[O:73])[N:31]([CH2:51][CH2:52][N:53]([CH2:62][C:63]([O:65]C(C)(C)C)=[O:64])[CH2:54][C:55](=[O:61])[O:56]C(C)(C)C)[CH2:32][CH2:33][N:34]([CH2:43][C:44](=[O:50])[O:45]C(C)(C)C)[CH2:35][C:36](=[O:42])[O:37]C(C)(C)C)(C)C.N[C@H](C(O)=O)CCC(O)=O.N[C@H](C(O)=O)CCCCN.C(N(CC(O)=O)CCN(CC(O)=O)CC(O)=O)CN(CC(O)=O)CC(O)=O.C(P(C#N)(CC)=O)C.C(N(C(C)C)C(C)C)C>CN(C=O)C>[C:44]([CH2:43][N:34]([CH2:35][C:36]([OH:42])=[O:37])[CH2:33][CH2:32][N:31]([CH2:51][CH2:52][N:53]([CH2:62][C:63]([OH:65])=[O:64])[CH2:54][C:55]([OH:61])=[O:56])[CH:30]([C:29]([OH:75])=[O:28])[CH2:70][CH2:71][C:72]([NH:5][C@H:4]([C:3]([OH:2])=[O:23])[CH2:6][C:7]1[CH:12]=[C:11]([I:13])[C:10]([O:14][C:15]2[CH:20]=[CH:19][C:18]([OH:21])=[CH:17][CH:16]=2)=[C:9]([I:22])[CH:8]=1)=[O:73])([OH:50])=[O:45]. Procedure details: O-(4-Hydroxyphenyl)-3,5-diiodo-L-tyrosine methyl ester, prepared according to Example 4 Step A, was reacted with N,N-bis[2-[bis[2-(1,1-dimethylethoxy)-2-oxoethyl]amino]ethyl]-L-glutamic acid 1-(1,1-dimethyl-ethyl) ester (prepared according to: Anelli P. L., Fedeli F., Gazzotti O., Lattuada L., Lux G. and Rebasti F., “L-Glutamic Acid and L-Lysine as Useful Building Blocks for the Preparation of Bifuctional DTPA-like Ligand”, Bioconjugate Chem. (1999), 10, 137-140), diethylphosphoryl cyanide (DEPC... Reactants: N1(CCCC1)CC1CC(C1)(O)C1=CC=C(C=C1)CN1CCCC1 (3-pyrrolidin-1-ylmethyl-1-(4-pyrrolidin-1-ylmethyl-phenyl)-cyclobutanol), CS(=O)(=O)O (methanesulfonic acid), crude solution, CO (MeOH). Reagents/catalysts: [Pd] (Pd/C). Run in ClCCCl (1,2-dichloroethane). Product: N1(CCCC1)CC1CC(C1)C1=CC=C(CN2CCCC2)C=C1 (1-[4-(3-Pyrrolidin-1-ylmethyl-cyclobutyl)-benzyl]-pyrrolidine), bis-methanesulfonic acid. Reaction SMILES: [N:1]1([CH2:6][CH:7]2[CH2:10][C:9]([C:12]3[CH:17]=[CH:16][C:15]([CH2:18][N:19]4[CH2:23][CH2:22][CH2:21][CH2:20]4)=[CH:14][CH:13]=3)(O)[CH2:8]2)[CH2:5][CH2:4][CH2:3][CH2:2]1.CS(O)(=O)=O.CO>ClCCCl.[Pd]>[N:1]1([CH2:6][CH:7]2[CH2:8][CH:9]([C:12]3[CH:13]=[CH:14][C:15]([CH2:18][N:19]4[CH2:23][CH2:22][CH2:21][CH2:20]4)=[CH:16][CH:17]=3)[CH2:10]2)[CH2:5][CH2:4][CH2:3][CH2:2]1. Procedure details: To a stirring solution of 3-pyrrolidin-1-ylmethyl-1-(4-pyrrolidin-1-ylmethyl-phenyl)-cyclobutanol (Example 210, General procedure B, Step D) (0.10 g, 0.32 mmol) in 1,2-dichloroethane (3.2 mL) was added methanesulfonic acid (0.31 g, 3.2 mmol). The reaction was then heated to 65 □C (oil bath) for 30 minutes. The reaction was then cooled to room temperature and transferred to a Parr bottle. To this crude solution was added 5 mL of MeOH, 10% Pd/C (100 mg), and then the reaction vessel was pressurize... The reactants are Nc1ccc(Br)cc1, CC(C)(C)OC(=O)Nc1ccccc1NC(=O)C=Cc1ccc(C(CCO[Si](C)(C)C(C)(C)C)C(=O)O)cc1, CCN=C=NCCCN(C)C, ClCCl, On1nnc2ccccc21. Yields the product CC(C)(C)OC(=O)Nc1ccccc1NC(=O)C=Cc1ccc(C(CCO[Si](C)(C)C(C)(C)C)C(=O)Nc2ccc(Br)cc2)cc1. As a reaction SMILES: [Br:61][c:62]1[cH:63][cH:64][c:65]([NH2:68])[cH:66][cH:67]1.[C:1]([CH3:2])([CH3:3])([CH3:4])[O:5][C:6](=[O:7])[NH:8][c:9]1[c:10]([NH:15][C:16](=[O:17])[CH:18]=[CH:19][c:20]2[cH:21][cH:22][c:23]([CH:26]([C:27](=[O:28])[OH:29])[CH2:30][CH2:31][O:32][Si:33]([CH3:34])([CH3:35])[C:36]([CH3:37])([CH3:38])[CH3:39])[cH:24][cH:25]2)[cH:11][cH:12][cH:13][cH:14]1.[CH3:40][CH2:41][N:42]=[C:43]=[N:44][CH2:45][CH2:46][CH2:47][N:48]([CH3:49])[CH3:50].[Cl:69][CH2:70][Cl:71].[OH:51][n:52]1[c:53]2[c:54]([cH:55][cH:56][cH:57][cH:58]2)[n:59][n:60]1>>[C:1]([CH3:2])([CH3:3])([CH3:4])[O:5][C:6](=[O:7])[NH:8][c:9]1[c:10]([NH:15][C:16](=[O:17])[CH:18]=[CH:19][c:20]2[cH:21][cH:22][c:23]([CH:26]([C:27](=[O:28])[NH:68][c:65]3[cH:64][cH:63][c:62]([Br:61])[cH:67][cH:66]3)[CH2:30][CH2:31][O:32][Si:33]([CH3:34])([CH3:35])[C:36]([CH3:37])([CH3:38])[CH3:39])[cH:24][cH:25]2)[cH:11][cH:12][cH:13][cH:14]1.